This data is from the Open Reaction Database (ORD), a public repository of structured organic reaction records. The task is: describe an organic reaction: reactants, conditions, products, and yield Starting materials: ClC1=C(COC[C@@H]2[C@H]([C@H](C(O2)OC)O)OCC2=C(C=C(C=C2)Cl)Cl)C=CC(=C1)Cl ((3R,4S,5R)-5-(2,4-Dichlorobenzyloxymethyl)-4-(2,4-dichlorobenzyloxy)-2-methoxy-tetrahydrofuran-3-ol), ClN1C(N(C(N(C1=O)Cl)=O)Cl)=O (trichloroisocyanuric acid), CC1(CCCC(N1[O])(C)C)C (TEMPO). The solvent is C(Cl)Cl (CH2Cl2). Run at temperature 20 celsius, time 1 hour. Yields the product ClC1=C(COC[C@@H]2[C@H](C(C(O2)OC)=O)OCC2=C(C=C(C=C2)Cl)Cl)C=CC(=C1)Cl ((4R,5R)-5-(2,4-Dichlorobenzyloxymethyl)-4-(2,4-dichlorobenzyloxy)-2-methoxy-dihydrofuran-3-one). RXN SMILES: [Cl:1][C:2]1[CH:28]=[C:27]([Cl:29])[CH:26]=[CH:25][C:3]=1[CH2:4][O:5][CH2:6][C@H:7]1[O:11][CH:10]([O:12][CH3:13])[C@H:9]([OH:14])[C@@H:8]1[O:15][CH2:16][C:17]1[CH:22]=[CH:21][C:20]([Cl:23])=[CH:19][C:18]=1[Cl:24].ClN1C(=O)N(Cl)C(=O)N(Cl)C1=O.CC1(C)N([O])C(C)(C)CCC1>C(Cl)Cl>[Cl:1][C:2]1[CH:28]=[C:27]([Cl:29])[CH:26]=[CH:25][C:3]=1[CH2:4][O:5][CH2:6][C@H:7]1[O:11][CH:10]([O:12][CH3:13])[C:9](=[O:14])[C@@H:8]1[O:15][CH2:16][C:17]1[CH:22]=[CH:21][C:20]([Cl:23])=[CH:19][C:18]=1[Cl:24] |^1:45|. Reported procedure: To a solution of (3R,4S,5R)-5-(2,4-Dichlorobenzyloxymethyl)-4-(2,4-dichlorobenzyloxy)-2-methoxy-tetrahydrofuran-3-ol (9.20 g, 19.08 mmol) in anhydrous CH2Cl2 (70 mL) and trichloroisocyanuric acid (4.88 g, 21 mmol) in an ice bath is added TEMPO (160 mg, 0.95 mmol). The reaction mixture changes to a yellow suspension and is stirred at 20° C. for 1 h. The reaction is determined to be complete by HPLC and filtered. The solvent is evaporated and toluene (100 mL) is added. The organic phase is washed ... The reactants are BrC=1C=2N(C=CC1)N=C(N2)Cl (8-bromo-2-chloro[1,2,4]triazolo[1,5-a]pyridine), COC1=C(C=C(C=C1)C(F)(F)F)B(O)O (2-methoxy-5-trifluoromethylbenzeneboronic acid). The product is ClC1=NN2C(C=CC=C2C2=C(C=CC(=C2)C(F)(F)F)OC)=N1 (2-Chloro-5-(2-methoxy-5-trifluoromethyl-phenyl)-[1,2,4]triazolo[1,5-a]pyridine), foam. Yield: 82.0%. Reaction SMILES: Br[C:2]1[C:3]2[N:4]([N:8]=[C:9]([Cl:11])[N:10]=2)[CH:5]=[CH:6][CH:7]=1.[CH3:12][O:13][C:14]1[CH:19]=[CH:18][C:17]([C:20]([F:23])([F:22])[F:21])=[CH:16][C:15]=1B(O)O>>[Cl:11][C:9]1[N:10]=[C:3]2[CH:2]=[CH:7][CH:6]=[C:5]([C:15]3[CH:16]=[C:17]([C:20]([F:23])([F:22])[F:21])[CH:18]=[CH:19][C:14]=3[O:13][CH3:12])[N:4]2[N:8]=1. Procedure details: 2-Chloro-5-(2-methoxy-5-trifluoromethyl-phenyl)-[1,2,4]triazolo[1,5-a]pyridine was prepared from 8-bromo-2-chloro[1,2,4]triazolo[1,5-a]pyridine (0.5 g, 2.15 mmol) and 2-methoxy-5-trifluoromethylbenzeneboronic acid (0.71 g, 3.23 mmol) in a manner analogous to Example 2c. Product was isolated as a foam (0.7 g, 82%). 1H NMR (400 MHz, CDCl3, δ, ppm): 7.80 (d, J=8.8 Hz, 1H), 7.75-7.70 (m, 2H), 7.68-7.62 (m, 1H), 7.16 (d, J=8.8 Hz, 1H), 7.09 (d, J=6.8 Hz, 1H), 3.87 (s, 3H). MS=328 (MH)+. Reactants: [Li]CCCC, CC1(C)CCC(C)(C)c2cc(N)ccc21, [Cl-], CCCCI, [Na+], C1CCOC1. Yields the product CCCCNc1ccc2c(c1)C(C)(C)CCC2(C)C. As a reaction SMILES: [CH2:16]([CH2:17][CH2:18][CH3:19])[Li:20].[CH3:1][C:2]1([CH3:15])[c:3]2[cH:4][cH:5][c:6]([NH2:14])[cH:7][c:8]2[C:9]([CH3:12])([CH3:13])[CH2:10][CH2:11]1.[Cl-:27].[I:21][CH2:22][CH2:23][CH2:24][CH3:25].[Na+:26].[O:28]1[CH2:29][CH2:30][CH2:31][CH2:32]1>>[CH3:1][C:2]1([CH3:15])[c:3]2[cH:4][cH:5][c:6]([NH:14][CH2:16][CH2:17][CH2:18][CH3:19])[cH:7][c:8]2[C:9]([CH3:12])([CH3:13])[CH2:10][CH2:11]1. Reactants: S1C(=CC=C1)B(O)O (2-thiophene boronic acid), BrC1=CC(=C(C=C1)C(=O)N1[C@@H](CCC1)CN1CCCC1)F ((4-Bromo-2-fluoro-phenyl)-((S)-2-pyrrolidin-1-ylmethyl-pyrrolidin-1-yl)-methanone). The product is FC1=C(C=CC(=C1)C=1SC=CC1)C(=O)N1[C@@H](CCC1)CN1CCCC1 ((2-Fluoro-4-thiophen-2-yl-phenyl)-((S)-2-pyrrolidin-1-ylmethyl-pyrrolidin-1-yl)-methanone). RXN SMILES: [S:1]1[CH:5]=[CH:4][CH:3]=[C:2]1B(O)O.Br[C:10]1[CH:15]=[CH:14][C:13]([C:16]([N:18]2[CH2:22][CH2:21][CH2:20][C@H:19]2[CH2:23][N:24]2[CH2:28][CH2:27][CH2:26][CH2:25]2)=[O:17])=[C:12]([F:29])[CH:11]=1>>[F:29][C:12]1[CH:11]=[C:10]([C:2]2[S:1][CH:5]=[CH:4][CH:3]=2)[CH:15]=[CH:14][C:13]=1[C:16]([N:18]1[CH2:22][CH2:21][CH2:20][C@H:19]1[CH2:23][N:24]1[CH2:28][CH2:27][CH2:26][CH2:25]1)=[O:17]. Procedure details: The title compound is prepared in a manner substantially analogous to Procedure Q starting from 2-thiophene boronic acid and (4-Bromo-2-fluoro-phenyl)-((S)-2-pyrrolidin-1-ylmethyl-pyrrolidin-1-yl)-methanone to give 29 mg (58%). MS (ES+) 359.1 Reactants: OCCC(C(=O)N)CCCOC=1C(=C2CN3C(=NC2=CC1)NC(C3)=O)OC (2-hydroxyethyl-5-(2-oxo-6-methoxy-1,2,3,5-tetrahydroimidazo[2,1-b]quinazolin-7-yl)oxypentanamide), C1(CCCC1)N(C(CCCCOC=1C(=C2CN3C(=NC2=CC1)NC(C3)=O)Cl)=O)CCO (N-cyclopentyl-N-(2-hydroxyethyl)-5-(2-oxo-6-chloro-1,2,3,5-tetrahydroimidazo[2,1-b]quinazolin-7-yl)oxypentanamide). The product is C1(CCCCC1)CCCCN(C(CCCCOC=1C=C2CN3C(=NC2=CC1)NC(C3)=O)=O)CCO (N-cyclohexylbutyl-N-(2-hydroxyethyl)-5-(2-oxo-1,2,3,5-tetrahydroimidazo[2,1-b]quinazolin-7-yl)oxypentanamide). As a reaction SMILES: O[CH2:2][CH2:3][CH:4]([CH2:8][CH2:9]COC1C(OC)=C2C(=CC=1)N=C1NC(=O)CN1C2)C(N)=O.[CH:28]1([N:33]([CH2:56][CH2:57][OH:58])[C:34](=[O:55])[CH2:35][CH2:36][CH2:37][CH2:38][O:39][C:40]2[C:41](Cl)=[C:42]3[C:47](=[CH:48][CH:49]=2)[N:46]=[C:45]2[NH:50][C:51](=[O:53])[CH2:52][N:44]2[CH2:43]3)[CH2:32][CH2:31][CH2:30][CH2:29]1>>[CH:29]1([CH2:30][CH2:31][CH2:32][CH2:28][N:33]([CH2:56][CH2:57][OH:58])[C:34](=[O:55])[CH2:35][CH2:36][CH2:37][CH2:38][O:39][C:40]2[CH:41]=[C:42]3[C:47](=[CH:48][CH:49]=2)[N:46]=[C:45]2[NH:50][C:51](=[O:53])[CH2:52][N:44]2[CH2:43]3)[CH2:9][CH2:8][CH2:4][CH2:3][CH2:2]1. Procedure: N-cyclohexyl-N-(2-hydroxyethyl-5-(2-oxo-6-methoxy-1,2,3,5-tetrahydroimidazo[2,1-b]quinazolin-7-yl)oxypentanamide; N-cyclopentyl-N-(2-hydroxyethyl)-5-(2-oxo-6-chloro-1,2,3,5-tetrahydroimidazo[2,1-b]quinazolin-7-yl)oxypentanamide; Starting materials: C(C1=CC=CC=C1)(=O)OC(C(C1C(CC(/C=C/C=C(/C2C(/C=C/C(C(CCC(CC(=O)O2)O[Si](CC)(CC)CC)(C)OC(C)OCC)OC(=O)N2CCN(CC2)C)C)\C)C)O1)C)CC ((8E,12E,14E)-21-benzoyloxy-6-(1-ethoxyethoxy)-6,10,12,16,20-pentamethyl-7-((4-methylpiperazin-1-yl)carbonyl)oxy-3-triethylsiloxy-18,19-epoxytricosa-8,12,14-trien-11-olide), C1(=CC=C(C=C1)S(=O)(=O)[O-])C.[NH+]1=CC=CC=C1 (Pyridinium p-toluenesulfonate). Run in CO (methanol). Conditions: time 5.5 hour. The product is C(C1=CC=CC=C1)(=O)OC(C(C1C(CC(/C=C/C=C(/C2C(/C=C/C(C(CCC(CC(=O)O2)O)(C)O)OC(=O)N2CCN(CC2)C)C)\C)C)O1)C)CC ((8E,12E,14E)-21-benzoyloxy-3,6-dihydroxy-6,10,12,16,20-pentamethyl-7-((4-methylpiperazin-1-yl)carbonyl)oxy-18,19-epoxytricosa-8,12,14-trien-11-olide). The yield is 91.2%. As a reaction SMILES: [C:1]([O:9][CH:10]([CH2:63][CH3:64])[CH:11]([CH3:62])[CH:12]1[O:61][CH:13]1[CH2:14][CH:15]([CH3:60])/[CH:16]=[CH:17]/[CH:18]=[C:19](\[CH3:59])/[CH:20]1[O:32][C:30](=[O:31])[CH2:29][CH:28]([O:33][Si](CC)(CC)CC)[CH2:27][CH2:26][C:25]([O:42]C(OCC)C)([CH3:41])[CH:24]([O:48][C:49]([N:51]2[CH2:56][CH2:55][N:54]([CH3:57])[CH2:53][CH2:52]2)=[O:50])[CH:23]=[CH:22][CH:21]1[CH3:58])(=[O:8])[C:2]1[CH:7]=[CH:6][CH:5]=[CH:4][CH:3]=1.C1(C)C=CC(S([O-])(=O)=O)=CC=1.[NH+]1C=CC=CC=1>CO>[C:1]([O:9][CH:10]([CH2:63][CH3:64])[CH:11]([CH3:62])[CH:12]1[O:61][CH:13]1[CH2:14][CH:15]([CH3:60])/[CH:16]=[CH:17]/[CH:18]=[C:19](\[CH3:59])/[CH:20]1[O:32][C:30](=[O:31])[CH2:29][CH:28]([OH:33])[CH2:27][CH2:26][C:25]([OH:42])([CH3:41])[CH:24]([O:48][C:49]([N:51]2[CH2:52][CH2:53][N:54]([CH3:57])[CH2:55][CH2:56]2)=[O:50])[CH:23]=[CH:22][CH:21]1[CH3:58])(=[O:8])[C:2]1[CH:7]=[CH:6][CH:5]=[CH:4][CH:3]=1 |f:1.2|. Procedure: (8E,12E,14E)-21-benzoyloxy-6-(1-ethoxyethoxy)-6,10,12,16,20-pentamethyl-7-((4-methylpiperazin-1-yl)carbonyl)oxy-3-triethylsiloxy-18,19-epoxytricosa-8,12,14-trien-11-olide (19.7 mg, 21.6 μmol) was dissolved in methanol (1 mL). Pyridinium p-toluenesulfonate (12.2 mg, 48.5 μmol) was added to the reaction solution at room temperature, and the reaction solution was stirred at the same temperature for 5.5 hours. The reaction solution was concentrated, and the concentrate was suspended in ethyl acetate... The reactants are [S-]C#N.[Na+] (sodium thiocyanate), FC1=CC=C(C=C1)CC(=O)Cl (4-fluorophenyl-acetyl chloride), FC=1C=C(C=CC1OC1=NC=NN2C1=CC=C2)N (3-fluoro-4-(pyrrolo[2,1-f][1,2,4]triazin-4-yloxy)benzenamine), FC=1C=C(C=CC1OC1=NC=NN2C1=CC=C2)N (3-fluoro-4-(pyrrolo[2,1-f][1,2,4]triazin-4-yloxy)benzenamine). Run in C(C)(=O)OCC (ethyl acetate), ClCCl (dichloromethane). Conditions: time 30 minute. Product: FC=1C=C(C=CC1OC1=NC=NN2C1=CC=C2)NC(=S)NC(CC2=CC=C(C=C2)F)=O (1-(3-Fluoro-4-(pyrrolo[2,1-f][1,2,4]triazin-4-yloxy)phenyl)-3-(2-(4-fluorophenyl)-acetyl)thiourea). The yield is 83.4%. RXN SMILES: [S-:1][C:2]#[N:3].[Na+].[F:5][C:6]1[CH:11]=[CH:10][C:9]([CH2:12][C:13](Cl)=[O:14])=[CH:8][CH:7]=1.[F:16][C:17]1[CH:18]=[C:19]([NH2:33])[CH:20]=[CH:21][C:22]=1[O:23][C:24]1[C:29]2=[CH:30][CH:31]=[CH:32][N:28]2[N:27]=[CH:26][N:25]=1>C(OCC)(=O)C.ClCCl>[F:16][C:17]1[CH:18]=[C:19]([NH:33][C:2]([NH:3][C:13](=[O:14])[CH2:12][C:9]2[CH:10]=[CH:11][C:6]([F:5])=[CH:7][CH:8]=2)=[S:1])[CH:20]=[CH:21][C:22]=1[O:23][C:24]1[C:29]2=[CH:30][CH:31]=[CH:32][N:28]2[N:27]=[CH:26][N:25]=1 |f:0.1|. Reported procedure: To a homogeneous solution of sodium thiocyanate (21 mg, 0.26 mmol) in ethyl acetate (1 mL), at room temperature under a nitrogen atmosphere, was added 4-fluorophenyl-acetyl chloride (28 μL, 0.20 mmol). The mixture was stirred for 30 minutes before being added directly to a homogeneous solution of 3-fluoro-4-(pyrrolo[2,1-f][1,2,4]-triazin-4-yloxy)benzenamine (37 mg, 0.15 mmol, Compound C of Example 22) in anhydrous dichloromethane (3 mL), under a nitrogen atmosphere. The mixture was stirred at am...